This data is from the Open Reaction Database (ORD), a public repository of structured organic reaction records. The task is: describe an organic reaction: reactants, conditions, products, and yield Starting materials: [F-].C(CCC)[N+](CCCC)(CCCC)CCCC (tetra-n-butyl ammonium fluoride), C1(=CC=CC=C1)O (phenol), OC1=C(C=C(C2=C1C(=C(O2)CC2=CC=C(C=C2)OC)C)Cl)CCCO (4-hydroxy-5-(3-hydroxy)propyl-7-chloro-2-(4-methoxyphenylmethyl)-3-methylbenzofuran), CC(=O)C.OS(=O)(=O)O.O=[Cr](=O)=O (Jones reagent). The solvent is CC(=O)C (acetone). The product is OC1=C(C=C(C2=C1C(=C(O2)CC2=CC=C(C=C2)OC)C)Cl)CCC(=O)O (4-hydroxy-5-(2-carboxy)ethyl-7-chloro-2-(4'-methoxyphenylmethyl)-3-methylbenzofuran). Reaction SMILES: C1([OH:7])C=CC=CC=1.[OH:8][C:9]1[C:14]2[C:15]([CH3:27])=[C:16]([CH2:18][C:19]3[CH:24]=[CH:23][C:22]([O:25][CH3:26])=[CH:21][CH:20]=3)[O:17][C:13]=2[C:12]([Cl:28])=[CH:11][C:10]=1[CH2:29][CH2:30][CH2:31][OH:32].CC(C)=O.OS(O)(=O)=O.O=[Cr](=O)=O.[F-].C([N+](CCCC)(CCCC)CCCC)CCC>CC(C)=O>[OH:8][C:9]1[C:14]2[C:15]([CH3:27])=[C:16]([CH2:18][C:19]3[CH:20]=[CH:21][C:22]([O:25][CH3:26])=[CH:23][CH:24]=3)[O:17][C:13]=2[C:12]([Cl:28])=[CH:11][C:10]=1[CH2:29][CH2:30][C:31]([OH:7])=[O:32] |f:2.3.4,5.6|. Procedure: To a solution of the silyated phenol derivative of (180) (Example 49) (400 mg, 0.84 mmol) in 10 mL acetone was added dropwise at 0° C. the Jones reagent. The reaction was monitored by tlc. The crude silylated acid after workup was treated with tetra-n-butyl ammonium fluoride as described before. The title compound was isolated by preparative tlc, mp 149°-151° C. The reactants are N1CCC2(CC1)OC1=C(C2)C=CC=C1 (spiro[benzofuran-2(3H),4'-piperidine]), Heterocyclic, BrCCCCC12C(C(=O)NC1=O)C=CC=C2 (2-(4-bromobutyl)-phthalimide). The product is N1(CCC2(CC1)OC1=C(C2)C=CC=C1)CCCCC1=C2C(C(=O)NC2=O)=CC=C1 (4-(Spiro[benzofuran-2(3H),4'-piperidin]-1'-yl)-butylphthalimide). Reaction SMILES: [NH:1]1[CH2:6][CH2:5][C:4]2([CH2:10][C:9]3[CH:11]=[CH:12][CH:13]=[CH:14][C:8]=3[O:7]2)[CH2:3][CH2:2]1.BrCCCC[C:20]12[CH:30]=[CH:29][CH:28]=[CH:27][CH:21]1[C:22]([NH:24][C:25]2=[O:26])=[O:23]>>[N:1]1([CH2:2][CH2:3][CH2:4][CH2:5][C:27]2[CH:28]=[CH:29][CH:30]=[C:20]3[C:25]([NH:24][C:22](=[O:23])[C:21]=23)=[O:26])[CH2:6][CH2:5][C:4]2([CH2:10][C:9]3[CH:11]=[CH:12][CH:13]=[CH:14][C:8]=3[O:7]2)[CH2:3][CH2:2]1. Procedure: From spiro[benzofuran-2(3H),4'-piperidine] prepared as described by R. C. Effland, et al. J. Heterocyclic Chem. 1981, 18, 81 1, and 2-(4-bromobutyl)-phthalimide using the procedure described for Example 15, Step 5 there was obtained a white solid: mp 255°-7° C. Reactants: FC1=CC=C(CN2CCN(CC2)CCNC(=O)C2=NNC3=CC=CC=C23)C=C1 (N-[2-(4-p-fluorobenzyl-1-piperazinyl)ethyl]-1H-indazole-3-carboxamide), BrCCC (1-bromopropane). Yields the product FC1=CC=C(CN2CCN(CC2)CCNC(=O)C2=NN(C3=CC=CC=C23)CCC)C=C1 (N-[2-(4-p-Fluorobenzyl-1-piperazinyl)ethyl]-1-n-propylindazole-3-carboxamide). RXN SMILES: [F:1][C:2]1[CH:28]=[CH:27][C:5]([CH2:6][N:7]2[CH2:12][CH2:11][N:10]([CH2:13][CH2:14][NH:15][C:16]([C:18]3[C:26]4[C:21](=[CH:22][CH:23]=[CH:24][CH:25]=4)[NH:20][N:19]=3)=[O:17])[CH2:9][CH2:8]2)=[CH:4][CH:3]=1.Br[CH2:30][CH2:31][CH3:32]>>[F:1][C:2]1[CH:28]=[CH:27][C:5]([CH2:6][N:7]2[CH2:8][CH2:9][N:10]([CH2:13][CH2:14][NH:15][C:16]([C:18]3[C:26]4[C:21](=[CH:22][CH:23]=[CH:24][CH:25]=4)[N:20]([CH2:30][CH2:31][CH3:32])[N:19]=3)=[O:17])[CH2:11][CH2:12]2)=[CH:4][CH:3]=1. Reported procedure: The title compound was synthesized by using N-[2-(4-p-fluorobenzyl-1-piperazinyl)ethyl]-1H-indazole-3-carboxamide obtained in Example 11 and 1-bromopropane according to the same process as in Example 12. Reactants: BrC1=CC(=C(C=C1)C12C(NC(C2C1)=O)=O)F (1-(4-bromo-2-fluoro-phenyl)-3-aza-bicyclo[3.1.0]hexane-2,4-dione), B(F)(F)F.CCOCC (BF3.OEt2), S(C)C (Me2S). The solvent is C1CCOC1 (THF). The product is BrC1=CC(=C(C=C1)C12CNCC2C1)F (1-(4-Bromo-2-fluoro-phenyl)-3-aza-bicyclo[3.1.0]hexane). As a reaction SMILES: [Br:1][C:2]1[CH:7]=[CH:6][C:5]([C:8]23[CH2:13][CH:12]2[C:11](=O)[NH:10][C:9]3=O)=[C:4]([F:16])[CH:3]=1.B(F)(F)F.CCOCC.S(C)C>C1COCC1>[Br:1][C:2]1[CH:7]=[CH:6][C:5]([C:8]23[CH2:13][CH:12]2[CH2:11][NH:10][CH2:9]3)=[C:4]([F:16])[CH:3]=1 |f:1.2|. Procedure: To a solution of 1-(4-bromo-2-fluoro-phenyl)-3-aza-bicyclo[3.1.0]hexane-2,4-dione (2.5 g, 8.8 mmol) in THF (20 mL) were added BF3.OEt2 (1.8 mL, 1.8 mmol) and BH3.Me2S (11.0 mL, 22.0 mmol) at r.t. The reaction mixture was refluxed for 3 h and progress of the reaction was monitored by TLC. On completion, the reaction mixture was quenched with 20% HCl (10 mL) and solvent evaporated, residue was washed with diethylether (10 mL). The aqueous layer was neutralized with sodium carbonate and extracted w... Reactants: Cl[O-].[Na+] (sodium hypochlorite), OCC=1C(=C(C=C(C1)OCOC)C1C(CCC1)C(=O)C1=CC=C(C=C1)OCOC)OCOC ((±)-[2-(3-hydroxymethyl-2,5-bis-methoxymethoxy-phenyl)-cyclopentyl]-(4-methoxymethoxy-phenyl)-methanone), CCOC(=O)C (EtOAc). Reagents/catalysts: [Br-].C(CCC)[N+](CCCC)(CCCC)CCCC (tetrabutylammonium bromide). Conditions: time 2 hour. Product: COC(OC=1C=C(C=C(C=O)C1)C1C(CCC1)C(C1=CC=C(C=C1)OCOC)=O)OC ((±)-5-Bis-methoxymethoxy-3-[2-(4-methoxymethoxy-benzoyl)-cyclopentyl]-benzaldehyde). Isolated yield 95.0%. Reaction SMILES: Cl[O-].[Na+].[OH:4][CH2:5][C:6]1[C:7](OCOC)=[C:8]([CH:16]2[CH2:20][CH2:19][CH2:18][CH:17]2[C:21]([C:23]2[CH:28]=[CH:27][C:26]([O:29][CH2:30][O:31][CH3:32])=[CH:25][CH:24]=2)=[O:22])[CH:9]=[C:10]([O:12][CH2:13][O:14][CH3:15])[CH:11]=1.C[CH2:38][O:39]C(C)=O>[Br-].C([N+](CCCC)(CCCC)CCCC)CCC>[CH3:38][O:39][CH:13]([O:14][CH3:15])[O:12][C:10]1[CH:9]=[C:8]([CH:16]2[CH2:20][CH2:19][CH2:18][CH:17]2[C:21](=[O:22])[C:23]2[CH:24]=[CH:25][C:26]([O:29][CH2:30][O:31][CH3:32])=[CH:27][CH:28]=2)[CH:7]=[C:6]([CH:11]=1)[CH:5]=[O:4] |f:0.1,4.5|. Procedure: Add sodium hypochlorite (150 mL) to a solution of (±)-[2-(3-hydroxymethyl-2,5-bis-methoxymethoxy-phenyl)-cyclopentyl]-(4-methoxymethoxy-phenyl)-methanone (1.69 g, 3.66 mmol) and tetrabutylammonium bromide (0.500 g, 1.55 mmol) in EtOAc. Stir the biphasic mixture vigorously for 2 hours at ambient temperature and separate the layers. Extract the aqueous solution with EtOAc (50 mL) and wash the combined organics with H2O (50 mL) and brine (25 mL), then dry (MgSO4), filter and concentrate to obtain t...